Dataset: the Open Reaction Database (ORD), a public repository of structured organic reaction records. Task: describe an organic reaction: reactants, conditions, products, and yield Reactants: CCCCOc1c(C(=O)O)n(CC(C)(C)C)c(=O)c2cc(F)ccc12, COCCOC, CN(C)C=O, O=C(Cl)C(=O)Cl, Cl, C1CCOC1. Yields the product CCCCOc1c(CO)n(CC(C)(C)C)c(=O)c2cc(F)ccc12. As a reaction SMILES: [CH2:1]([CH2:2][CH2:3][CH3:4])[O:5][c:6]1[c:7]([C:23](=[O:24])[OH:25])[n:8]([CH2:18][C:19]([CH3:20])([CH3:21])[CH3:22])[c:9](=[O:17])[c:10]2[cH:11][c:12]([F:16])[cH:13][cH:14][c:15]12.[CH2:43]([CH2:44][O:45][CH3:46])[O:47][CH3:48].[CH3:32][N:33]([CH3:34])[CH:35]=[O:36].[Cl:26][C:27]([C:28]([Cl:29])=[O:30])=[O:31].[ClH:37].[O:38]1[CH2:39][CH2:40][CH2:41][CH2:42]1>>[CH2:1]([CH2:2][CH2:3][CH3:4])[O:5][c:6]1[c:7]([CH2:23][OH:24])[n:8]([CH2:18][C:19]([CH3:20])([CH3:21])[CH3:22])[c:9](=[O:17])[c:10]2[cH:11][c:12]([F:16])[cH:13][cH:14][c:15]12. The reactants are ClC1=CC=C2C=C(NC2=C1)C(=O)OC (methyl 6-chloroindole-2-carboxylate), [H-].[Na+] (sodium hydride), resultant mixture, ClCC#N (chloroacetonitrile). Solvent: CN(C)C=O (DMF). Reaction conditions: time 30 minute. Yields the product Cl.ClC=1C=CC=2CC3N(C2C1)CCNC3 ((RS) 7-Chloro-1,2,3,4,10,10a-hexahydropyrazino[1,2-a]indole hydrochloride). Isolated yield 165.8%. Reaction SMILES: [Cl:1][C:2]1[CH:10]=[C:9]2[C:5]([CH:6]=[C:7]([C:11](OC)=O)[NH:8]2)=[CH:4][CH:3]=1.[H-].[Na+].Cl[CH2:18][C:19]#[N:20]>CN(C=O)C>[ClH:1].[Cl:1][C:2]1[CH:3]=[CH:4][C:5]2[CH2:6][CH:7]3[CH2:11][NH:20][CH2:19][CH2:18][N:8]3[C:9]=2[CH:10]=1 |f:1.2,5.6|. Procedure: To a stirred solution of methyl 6-chloroindole-2-carboxylate (9.8 g, 46.7 mmol) (D. Knittel, Synthesis, 1985, 2, 186-188) in DMF (80 mL) under Ar at ambient temperature was added sodium hydride (60%; 2.80 g, 70 mmol) portionwise over 10 min. After 30 min, chloroacetonitrile (5.9 mL, 93.2 mmol) was added dropwise and the resultant mixture was heated at 75° C. (bath temp.) for 45 min, then allowed to cool. The reaction mixture was poured onto ice (500 mL) and the solid product was filtered, washed... Reactants: C1(CC1)[C@H](N1C(O[C@](CC1)(C1=CC=CC=C1)CC(C)(C)O)=O)C1=CC=C(C=C1)B1OC(C(O1)(C)C)(C)C (3-{(S)-cyclopropyl-[4-(4,4,5,5-tetramethyl-[1,3,2]dioxaborolan-2-yl)-phenyl]methyl}-(S)-6-(2-hydroxy-2-methyl-propyl)-6-phenyl-[1,3]oxazinan-2-one), BrC1=CC=C(C=C1)[C@@H](N1C(O[C@](CC1)(C1=CC=CC=C1)CC(C)(C)O)=O)C1CC1 (3-[(S)-(4-bromo-phenyl)-cyclopropyl-methyl]-(S)-6-(2-hydroxy-2-methyl-propyl)-6-phenyl-[1,3]oxazinan-2-one), BrC=1C=CC(N(C1)C)=O (5-bromo-1-methyl-1H-pyridin-2-one). Yields the product C1(CC1)[C@H](N1C(O[C@](CC1)(C1=CC=CC=C1)CC(C)(C)O)=O)C1=CC=C(C=C1)C1=CN(C(C=C1)=O)C (3-{(S)-Cyclopropyl-[4-(1-methyl-6-oxo-1,6-dihydro-pyridin-3-yl)-phenyl]-methyl}-(S)-6-(2-hydroxy-2-methyl-propyl)-6-phenyl-[1,3]oxazinan-2-one). Reaction SMILES: C1([C@@H:4](C2C=CC(B3OC(C)(C)C(C)(C)O3)=CC=2)[N:5]2[CH2:10][CH2:9][C@:8]([CH2:17][C:18]([OH:21])(C)C)(C3C=CC=CC=3)OC2=O)CC1.Br[C:39]1[CH:44]=[CH:43][C:42]([C@H:45]([CH:64]2[CH2:66][CH2:65]2)[N:46]2[CH2:51][CH2:50][C@:49]([CH2:58][C:59]([OH:62])([CH3:61])[CH3:60])([C:52]3[CH:57]=[CH:56][CH:55]=[CH:54][CH:53]=3)[O:48][C:47]2=[O:63])=[CH:41][CH:40]=1.BrC1C=CC(=O)N(C)C=1>>[CH:64]1([C@@H:45]([C:42]2[CH:43]=[CH:44][C:39]([C:9]3[CH:8]=[CH:17][C:18](=[O:21])[N:5]([CH3:4])[CH:10]=3)=[CH:40][CH:41]=2)[N:46]2[CH2:51][CH2:50][C@:49]([CH2:58][C:59]([OH:62])([CH3:61])[CH3:60])([C:52]3[CH:57]=[CH:56][CH:55]=[CH:54][CH:53]=3)[O:48][C:47]2=[O:63])[CH2:66][CH2:65]1. Procedure details: The title compound was prepared from 3-{(S)-cyclopropyl-[4-(4,4,5,5-tetramethyl-[1,3,2]dioxaborolan-2-yl)-phenyl]methyl}-(S)-6-(2-hydroxy-2-methyl-propyl)-6-phenyl-[1,3]oxazinan-2-one {prepared in analogy to the intermediate in Example 3 from 3-[(S)-(4-bromo-phenyl)-cyclopropyl-methyl]-(S)-6-(2-hydroxy-2-methyl-propyl)-6-phenyl-[1,3]oxazinan-2-one} and 5-bromo-1-methyl-1H-pyridin-2-one following a procedure analogous to that described in Example 3. LC-MS (Method 1): tR=3.35 min; Mass spectrum (E... Starting materials: Cc1sc(C(=O)O)cc1-c1ccnn1C, CC(C)(C)OC(=O)NC(Cc1ccccc1C(F)(F)F)C(=O)O, CCN(C(C)C)C(C)C, ClC(Cl)Cl, NC(Cc1cccc(F)c1)CN1C(=O)c2ccccc2C1=O. Product: Cc1sc(C(=O)NC(Cc2cccc(F)c2)CN2C(=O)c3ccccc3C2=O)cc1-c1ccnn1C. As a reaction SMILES: [CH3:1][c:2]1[c:3](-[c:10]2[cH:11][cH:12][n:13][n:14]2[CH3:15])[cH:4][c:5]([C:7](=[O:8])[OH:9])[s:6]1.[CH3:38][C:39]([O:40][C:41]([NH:42][CH:43]([C:44]([OH:45])=[O:46])[CH2:47][c:48]1[cH:49][cH:50][cH:51][cH:52][c:53]1[C:54]([F:55])([F:56])[F:57])=[O:58])([CH3:59])[CH3:60].[CH:61]([N:62]([CH2:63][CH3:64])[CH:65]([CH3:66])[CH3:67])([CH3:68])[CH3:69].[CH:70]([Cl:71])([Cl:72])[Cl:73].[NH2:16][CH:17]([CH2:18][N:19]1[C:20](=[O:29])[c:21]2[cH:22][cH:23][cH:24][cH:25][c:26]2[C:27]1=[O:28])[CH2:30][c:31]1[cH:32][c:33]([F:37])[cH:34][cH:35][cH:36]1>>[CH3:1][c:2]1[c:3](-[c:10]2[cH:11][cH:12][n:13][n:14]2[CH3:15])[cH:4][c:5]([C:7](=[O:9])[NH:16][CH:17]([CH2:18][N:19]2[C:20](=[O:29])[c:21]3[cH:22][cH:23][cH:24][cH:25][c:26]3[C:27]2=[O:28])[CH2:30][c:31]2[cH:32][c:33]([F:37])[cH:34][cH:35][cH:36]2)[s:6]1. Reactants: BrC(Br)(Br)Br, CCOP(=O)(OCC)C(Nc1ccc(CCCO)cn1)P(=O)(OCC)OCC, ClCCl, O, c1ccc(P(c2ccccc2)c2ccccc2)cc1. The product is CCOP(=O)(OCC)C(Nc1ccc(CCCBr)cn1)P(=O)(OCC)OCC. As a reaction SMILES: [C:29]([Br:30])([Br:31])([Br:32])[Br:33].[CH2:1]([CH3:2])[O:3][P:4]([O:5][CH2:6][CH3:7])(=[O:8])[CH:9]([P:10]([O:11][CH2:12][CH3:13])([O:14][CH2:15][CH3:16])=[O:17])[NH:18][c:19]1[n:20][cH:21][c:22]([CH2:25][CH2:26][CH2:27][OH:28])[cH:23][cH:24]1.[Cl:54][CH2:55][Cl:56].[OH2:53].[c:34]1([P:35]([c:36]2[cH:37][cH:38][cH:39][cH:40][cH:41]2)[c:42]2[cH:43][cH:44][cH:45][cH:46][cH:47]2)[cH:48][cH:49][cH:50][cH:51][cH:52]1>>[CH2:1]([CH3:2])[O:3][P:4]([O:5][CH2:6][CH3:7])(=[O:8])[CH:9]([P:10]([O:11][CH2:12][CH3:13])([O:14][CH2:15][CH3:16])=[O:17])[NH:18][c:19]1[n:20][cH:21][c:22]([CH2:25][CH2:26][CH2:27][Br:30])[cH:23][cH:24]1. As a reaction SMILES: [Cl:1][c:2]1[c:3]([S:9](=[O:10])(=[O:11])[N:12]([CH3:13])[CH2:14][CH2:15][N:16]2[C:17](=[O:32])[N:18]([CH2:22][CH2:23][c:24]3[cH:25][cH:26][c:27]([C:30]#[N:31])[cH:28][cH:29]3)[CH2:19][CH2:20][CH2:21]2)[cH:4][cH:5][cH:6][c:7]1[Cl:8].[NH2:33][CH2:34][CH2:35][NH2:36].[OH2:38].[S:37]>>[Cl:1][c:2]1[c:3]([S:9](=[O:10])(=[O:11])[N:12]([CH3:13])[CH2:14][CH2:15][N:16]2[C:17](=[O:32])[N:18]([CH2:22][CH2:23][c:24]3[cH:25][cH:26][c:27]([C:30]4=[N:31][CH2:35][CH2:34][NH:33]4)[cH:28][cH:29]3)[CH2:19][CH2:20][CH2:21]2)[cH:4][cH:5][cH:6][c:7]1[Cl:8]. The reactants are CN(CCN1CCCN(CCc2ccc(C#N)cc2)C1=O)S(=O)(=O)c1cccc(Cl)c1Cl, NCCN, O, S. Yields the product CN(CCN1CCCN(CCc2ccc(C3=NCCN3)cc2)C1=O)S(=O)(=O)c1cccc(Cl)c1Cl. Reactants: CCSC1CC(=O)N1C(O)C(=O)OCc1ccc([N+](=O)[O-])cc1, Cc1cccc(C)n1, C1CCOC1, O=S(Cl)Cl. The product is CCSC1CC(=O)N1C(Cl)C(=O)OCc1ccc([N+](=O)[O-])cc1. RXN SMILES: [CH2:1]([CH3:2])[S:3][CH:4]1[CH2:5][C:6](=[O:23])[N:7]1[CH:8]([C:9](=[O:10])[O:11][CH2:12][c:13]1[cH:14][cH:15][c:16]([N+:19](=[O:20])[O-:21])[cH:17][cH:18]1)[OH:22].[CH3:24][c:25]1[n:26][c:27]([CH3:28])[cH:29][cH:30][cH:31]1.[O:36]1[CH2:37][CH2:38][CH2:39][CH2:40]1.[S:32]([Cl:33])([Cl:34])=[O:35]>>[CH2:1]([CH3:2])[S:3][CH:4]1[CH2:5][C:6](=[O:23])[N:7]1[CH:8]([C:9](=[O:10])[O:11][CH2:12][c:13]1[cH:14][cH:15][c:16]([N+:19](=[O:20])[O-:21])[cH:17][cH:18]1)[Cl:34].